This data is from the Open Reaction Database (ORD), a public repository of structured organic reaction records. The task is: describe an organic reaction: reactants, conditions, products, and yield The reactants are O=C([O-])O, ClCCl, O=C(OO)c1cccc(Cl)c1, [Na+], O=c1[nH]c(-c2ccccc2C(F)(F)F)cc2ccc(N3CCSCC3)cc12. The product is O=c1[nH]c(-c2ccccc2C(F)(F)F)cc2ccc(N3CCS(=O)CC3)cc12. Reaction SMILES: [C:39](=[O:40])([OH:41])[O-:42].[CH2:44]([Cl:45])[Cl:46].[Cl:28][c:29]1[cH:30][cH:31][cH:32][c:33]([C:34]([O:35][OH:37])=[O:36])[cH:38]1.[Na+:43].[S:1]1[CH2:2][CH2:3][N:4]([c:7]2[cH:8][cH:9][c:10]3[cH:11][c:12](-[c:18]4[c:19]([C:24]([F:25])([F:26])[F:27])[cH:20][cH:21][cH:22][cH:23]4)[nH:13][c:14](=[O:17])[c:15]3[cH:16]2)[CH2:5][CH2:6]1>>[S:1]1(=[O:36])[CH2:2][CH2:3][N:4]([c:7]2[cH:8][cH:9][c:10]3[cH:11][c:12](-[c:18]4[c:19]([C:24]([F:25])([F:26])[F:27])[cH:20][cH:21][cH:22][cH:23]4)[nH:13][c:14](=[O:17])[c:15]3[cH:16]2)[CH2:5][CH2:6]1. Starting materials: CCON=C(C(=O)OCC)c1nccc(N)n1, CCON=C(C(=O)OC)c1nccc(N)n1, [Na+], [OH-]. Yields the product CCON=C(C(=O)O)c1nccc(N)n1. Reaction SMILES: [CH2:17]([O:18][N:19]=[C:20]([c:21]1[n:22][c:23]([NH2:24])[cH:25][cH:26][n:27]1)[C:28]([O:29][CH2:30][CH3:31])=[O:32])[CH3:33].[CH2:1]([CH3:2])[O:3][N:4]=[C:5]([C:6](=[O:7])[O:8][CH3:9])[c:10]1[n:11][cH:12][cH:13][c:14]([NH2:16])[n:15]1.[Na+:35].[OH-:34]>>[CH2:1]([CH3:2])[O:3][N:4]=[C:5]([C:6](=[O:7])[OH:8])[c:10]1[n:11][cH:12][cH:13][c:14]([NH2:16])[n:15]1. Starting materials: CN(C1=CC=C(CC2NCCC3=CC(=C(C=C23)OC)OC)C=C1)C (1-(4-Dimethylamino-benzyl)-6,7-dimethoxy-1,2,3,4-tetrahydroisoquinoline), BrCC(=O)Br (2-bromoacetyl bromide), C(C1=CC=CC=C1)N (benzylamine). Product: CN(C1=CC=C(CC2N(CCC3=CC(=C(C=C23)OC)OC)CC(=O)NCC2=CC=CC=C2)C=C1)C (2-[1-(4-Dimethylamino-benzyl)-6,7-dimethoxy-3,4-dihydro-1H-isoquinolin-2-yl]-N-benzyl-acetamide). RXN SMILES: [CH3:1][N:2]([CH3:24])[C:3]1[CH:23]=[CH:22][C:6]([CH2:7][CH:8]2[C:17]3[C:12](=[CH:13][C:14]([O:20][CH3:21])=[C:15]([O:18][CH3:19])[CH:16]=3)[CH2:11][CH2:10][NH:9]2)=[CH:5][CH:4]=1.Br[CH2:26][C:27](Br)=[O:28].[CH2:30]([NH2:37])[C:31]1[CH:36]=[CH:35][CH:34]=[CH:33][CH:32]=1>>[CH3:24][N:2]([CH3:1])[C:3]1[CH:4]=[CH:5][C:6]([CH2:7][CH:8]2[C:17]3[C:12](=[CH:13][C:14]([O:20][CH3:21])=[C:15]([O:18][CH3:19])[CH:16]=3)[CH2:11][CH2:10][N:9]2[CH2:26][C:27]([NH:37][CH2:30][C:31]2[CH:36]=[CH:35][CH:34]=[CH:33][CH:32]=2)=[O:28])=[CH:22][CH:23]=1. Procedure details: prepared by reaction of 1-(4-Dimethylamino-benzyl)-6,7-dimethoxy-1,2,3,4-tetrahydroisoquinoline and 2-bromoacetyl bromide with benzylamine The reactants are ClCCl, O=C(Cl)C(=O)Cl, CN(C)C=O, O=C(O)c1coc2ccccc12. Yields the product [Cl-], O=C(O)c1coc2ccccc12. Reaction SMILES: [CH2:24]([Cl:25])[Cl:26].[Cl:13][C:14]([C:15]([Cl:16])=[O:17])=[O:18].[O:19]=[CH:20][N:21]([CH3:22])[CH3:23].[o:1]1[cH:2][c:3]([C:10](=[O:11])[OH:12])[c:4]2[c:5]1[cH:6][cH:7][cH:8][cH:9]2>>[Cl-:13].[o:1]1[cH:2][c:3]([C:10](=[O:11])[OH:12])[c:4]2[c:5]1[cH:6][cH:7][cH:8][cH:9]2. Reactants: CCOC(=O)c1cc(C=O)on1, Cl, C1COCCO1. The product is O=Cc1cc(C(=O)O)no1. As a reaction SMILES: [CH2:1]([CH3:2])[O:3][C:4](=[O:5])[c:6]1[n:7][o:8][c:9]([CH:11]=[O:12])[cH:10]1.[ClH:19].[O:13]1[CH2:14][CH2:15][O:16][CH2:17][CH2:18]1>>[O:3]=[C:4]([OH:5])[c:6]1[n:7][o:8][c:9]([CH:11]=[O:12])[cH:10]1. Reactants: COC(C1=CC(=C(C=C1)C1=NOC(=N1)C1=CC=C(C=C1)CC(C)C)C)=O (4-[5-(4-isobutyl-phenyl)-[1,2,4]oxadiazol-3-yl]-3-methyl-benzoic acid methyl ester), ( 6F-6G ), C(C(C)C)C1=CC=C(C=C1)C1=NC(=NO1)C=1N=CC(=NC1)C=O (5-[5-(4-isobutylphenyl)-1,2,4-oxadiazol-3-yl]pyrazine-2-carbaldehyde), C(C(C)C)C1=CC=C(C=C1)C1=NC(=NO1)C=1N=CC(=NC1)CN[C@H]1C[C@H](C1)C(=O)O (3-({5-[5-(4-isobutyl-phenyl)-[1,2,4]oxadiazol-3-yl]-pyrazin-2-ylmethyl}-amino)-cis-cyclobutanecarboxylic acid). Product: C(C(C)C)C1=CC=C(C=C1)C1=NC(=NO1)C1=C(C=C(C=C1)CN[C@H]1C[C@H](C1)C(=O)O)C (3-[({4-[5-(4-Isobutyl-phenyl)-[1,2,4]oxadiazol-3-yl]-3-methyl-phenyl}methyl)-amino]-cis-cyclobutanecarboxylic acid). As a reaction SMILES: CO[C:3](=O)[C:4]1C=CC(C2N=C(C3C=CC(CC(C)C)=CC=3)ON=2)=C(C)[CH:5]=1.[CH2:27]([C:31]1[CH:36]=[CH:35][C:34]([C:37]2[O:41][N:40]=[C:39]([C:42]3N=CC(C=O)=N[CH:47]=3)[N:38]=2)=[CH:33][CH:32]=1)[CH:28]([CH3:30])[CH3:29].C(C1C=CC(C2ON=C(C3N=[CH:67][C:68]([CH2:71][NH:72][C@@H:73]4[CH2:76][C@H:75]([C:77]([OH:79])=[O:78])[CH2:74]4)=NC=3)N=2)=CC=1)C(C)C>>[CH2:27]([C:31]1[CH:32]=[CH:33][C:34]([C:37]2[O:41][N:40]=[C:39]([C:42]3[CH:47]=[CH:67][C:68]([CH2:71][NH:72][C@@H:73]4[CH2:74][C@H:75]([C:77]([OH:79])=[O:78])[CH2:76]4)=[CH:3][C:4]=3[CH3:5])[N:38]=2)=[CH:35][CH:36]=1)[CH:28]([CH3:29])[CH3:30]. Procedure details: The title compound was prepared from 4-[5-(4-isobutyl-phenyl)-[1,2,4]oxadiazol-3-yl]-3-methyl-benzoic acid methyl ester by procedures analogous to those described in Preparations (6F-6G) and Examples (1A-1B) for the preparation of 5-[5-(4-isobutylphenyl)-1,2,4-oxadiazol-3-yl]pyrazine-2-carbaldehyde and 3-({5-[5-(4-isobutyl-phenyl)-[1,2,4]oxadiazol-3-yl]-pyrazin-2-ylmethyl}-amino)-cis-cyclobutanecarboxylic acid, respectively. As a reaction SMILES: [Br-:32].[CH2:35]([Cl:36])[Cl:37].[CH3:33][Mg+:34].[Cl:1][c:2]1[c:3]2[cH:4][c:5](-[c:26]3[cH:27][cH:28][cH:29][cH:30][cH:31]3)[c:6](-[c:12]3[cH:13][cH:14][c:15]([CH:18]=[N:19][S:20](=[O:21])[C:22]([CH3:23])([CH3:24])[CH3:25])[cH:16][cH:17]3)[n:7][c:8]2[cH:9][cH:10][n:11]1>>[Cl:1][c:2]1[c:3]2[cH:4][c:5](-[c:26]3[cH:27][cH:28][cH:29][cH:30][cH:31]3)[c:6](-[c:12]3[cH:13][cH:14][c:15]([CH:18]([NH:19][S:20](=[O:21])[C:22]([CH3:23])([CH3:24])[CH3:25])[CH3:33])[cH:16][cH:17]3)[n:7][c:8]2[cH:9][cH:10][n:11]1. Reactants: [Br-], ClCCl, C[Mg+], CC(C)(C)S(=O)N=Cc1ccc(-c2nc3ccnc(Cl)c3cc2-c2ccccc2)cc1. Product: CC(NS(=O)C(C)(C)C)c1ccc(-c2nc3ccnc(Cl)c3cc2-c2ccccc2)cc1. The reactants are CO, COc1ccc(C=CC=O)cc1O. Product: COc1ccc(CCC=O)cc1O. As a reaction SMILES: [CH3:14][OH:15].[OH:1][c:2]1[cH:3][c:4]([CH:5]=[CH:6][CH:7]=[O:8])[cH:9][cH:10][c:11]1[O:12][CH3:13]>>[OH:1][c:2]1[cH:3][c:4]([CH2:5][CH2:6][CH:7]=[O:8])[cH:9][cH:10][c:11]1[O:12][CH3:13].